This data is from the Open Reaction Database (ORD), a public repository of structured organic reaction records. The task is: describe an organic reaction: reactants, conditions, products, and yield Reactants: ice water, C(C)OC(=O)C=1C=NN(C1)C(NC(=O)OCC)=NC1=CC=C(C=C1)Br (1-[(4-bromo-phenylimino)-ethoxycarbonylamino-methyl]-1H-pyrazole-4-carboxylic acid ethyl ester), ClCCCl (DCE). Reagents/catalysts: [Ti](Cl)(Cl)(Cl)Cl (Titanium (IV) chloride). The solvent is C(Cl)Cl (DCM). Reaction conditions: temperature 100 celsius, time 2 hour. The product is C(C)OC(=O)C=1C=NN(C1)C1=NC2=CC=C(C=C2C(N1)=O)Br (1-(6-bromo-4-oxo-3,4-dihydro-quinazolin-2-yl)-1H-pyrazole-4-carboxylic acid ethyl ester). The yield is 64.2%. Reaction SMILES: [CH2:1]([O:3][C:4]([C:6]1[CH:7]=[N:8][N:9]([C:11](=[N:18][C:19]2[CH:24]=[CH:23][C:22]([Br:25])=[CH:21][CH:20]=2)[NH:12][C:13](OCC)=[O:14])[CH:10]=1)=[O:5])[CH3:2].ClCCCl>[Ti](Cl)(Cl)(Cl)Cl.C(Cl)Cl>[CH2:1]([O:3][C:4]([C:6]1[CH:7]=[N:8][N:9]([C:11]2[NH:12][C:13](=[O:14])[C:24]3[C:19](=[CH:20][CH:21]=[C:22]([Br:25])[CH:23]=3)[N:18]=2)[CH:10]=1)=[O:5])[CH3:2]. Procedure details: Titanium (IV) chloride (2.47 mL, 22.5 mmol) was carefully added to a solution of 1-[(4-bromo-phenylimino)-ethoxycarbonylamino-methyl]-1H-pyrazole-4-carboxylic acid ethyl ester (1.84 g, 4.50 mmol) and DCE (45 mL), and the resulting solution was heated to 100° C. for 15 h. The reaction mixture was cooled to room temperature and poured into ice water (50 mL) and DCM (100 mL) was added. The biphasic mixture was stirred for 2 h, and the layers were separated. The aqueous layer was further extracted w... The solvent is O (water). Product: N[C@@H](CCCNC(N)=N)C(=O)N[C@@H]([C@@H](C)CC)C(=O)N[C@@H](CC(OC(C)(C)C)=O)C(=O)N[C@@H](CCCNC(N)=N)C(=O)N[C@@H]([C@@H](C)CC)CO (H-Arg-Ile-Asp(OtBu)-Arg-Ile-ol). The reactants are N[C@@H](CCCNC(N)=N)C(=O)N[C@@H]([C@@H](C)CC)C(=O)N[C@@H](CC(OC(C)(C)C)=O)C(=O)N[C@@H](CCCNC(N)=N)C(=O)N[C@@H]([C@@H](C)CC)CO.CC(=O)O.CC(=O)O.CC(=O)O (H-Arg-Ile-Asp(OtBu)-Arg-Ile-ol triacetate). As a reaction SMILES: [NH2:1][C@H:2]([C:10]([NH:12][C@H:13]([C:18]([NH:20][C@H:21]([C:30]([NH:32][C@H:33]([C:41]([NH:43][C@H:44]([CH2:49][OH:50])[C@H:45]([CH2:47][CH3:48])[CH3:46])=[O:42])[CH2:34][CH2:35][CH2:36][NH:37][C:38](=[NH:40])[NH2:39])=[O:31])[CH2:22][C:23](=[O:29])[O:24][C:25]([CH3:28])([CH3:27])[CH3:26])=[O:19])[C@H:14]([CH2:16][CH3:17])[CH3:15])=[O:11])[CH2:3][CH2:4][CH2:5][NH:6][C:7](=[NH:9])[NH2:8].CC(O)=O.CC(O)=O.CC(O)=O>O>[NH2:1][C@H:2]([C:10]([NH:12][C@H:13]([C:18]([NH:20][C@H:21]([C:30]([NH:32][C@H:33]([C:41]([NH:43][C@H:44]([CH2:49][OH:50])[C@H:45]([CH2:47][CH3:48])[CH3:46])=[O:42])[CH2:34][CH2:35][CH2:36][NH:37][C:38](=[NH:39])[NH2:40])=[O:31])[CH2:22][C:23](=[O:29])[O:24][C:25]([CH3:28])([CH3:26])[CH3:27])=[O:19])[C@H:14]([CH2:16][CH3:17])[CH3:15])=[O:11])[CH2:3][CH2:4][CH2:5][NH:6][C:7](=[NH:8])[NH2:9] |f:0.1.2.3|. Procedure: H-Arg-Ile-Asp(OtBu)-Arg-Ile-ol triacetate Amorphous substance, [α]D23 =-31.7° (c=1 in water).